Dataset: the Open Reaction Database (ORD), a public repository of structured organic reaction records. Task: describe an organic reaction: reactants, conditions, products, and yield The reactants are ClCCl, OCc1ccc(C2=NOC(c3cc(Cl)cc(Cl)c3)(C(F)(F)F)C2)cc1. Yields the product O=Cc1ccc(C2=NOC(c3cc(Cl)cc(Cl)c3)(C(F)(F)F)C2)cc1. Reaction SMILES: [CH2:26]([Cl:27])[Cl:28].[Cl:1][c:2]1[cH:3][c:4]([C:9]2([C:22]([F:23])([F:24])[F:25])[CH2:10][C:11]([c:14]3[cH:15][cH:16][c:17]([CH2:20][OH:21])[cH:18][cH:19]3)=[N:12][O:13]2)[cH:5][c:6]([Cl:8])[cH:7]1>>[Cl:1][c:2]1[cH:3][c:4]([C:9]2([C:22]([F:23])([F:24])[F:25])[CH2:10][C:11]([c:14]3[cH:15][cH:16][c:17]([CH:20]=[O:21])[cH:18][cH:19]3)=[N:12][O:13]2)[cH:5][c:6]([Cl:8])[cH:7]1. Reactants: Cl.S1C(=NC2=C1C=CC=C2)C=2CCNCC2 (4-(Benzothiazol-2-yl)-1,2,3,6-tetrahydropyridine hydrochloride), ClC1=C(CBr)C=CC=C1 (2-chlorobenzyl bromide). The product is S1C(=NC2=C1C=CC=C2)C=2CCN(CC2)CC2=C(C=CC=C2)Cl (4-(Benzothiazol-2-yl)-1-(2-chlorobenzyl)-1,2,3,6-tetrahydropyridine). The yield is 44.0%. RXN SMILES: Cl.[S:2]1[C:6]2[CH:7]=[CH:8][CH:9]=[CH:10][C:5]=2[N:4]=[C:3]1[C:11]1[CH2:12][CH2:13][NH:14][CH2:15][CH:16]=1.[Cl:17][C:18]1[CH:25]=[CH:24][CH:23]=[CH:22][C:19]=1[CH2:20]Br>>[S:2]1[C:6]2[CH:7]=[CH:8][CH:9]=[CH:10][C:5]=2[N:4]=[C:3]1[C:11]1[CH2:12][CH2:13][N:14]([CH2:20][C:19]2[CH:22]=[CH:23][CH:24]=[CH:25][C:18]=2[Cl:17])[CH2:15][CH:16]=1 |f:0.1|. Procedure: 4-(Benzothiazol-2-yl)-1,2,3,6-tetrahydropyridine hydrochloride (200 mg, 0.8 mmol) was reacted with 2-chlorobenzyl bromide (0.13 ml, 0.8 mmol) as exemplified in Example 1. The crude product was purified by flash chromatography eluting with 15% ethyl acetate in petroleum ether to give the title compound as a yellow solid (120 mg, 44%). (Found: C, 65.13; H, 4.72; N, 7.33. C19H17ClN2S. 0.5H2O requires C, 65.22; H, 5.19; N, 8.01%). δH (CDCl3), 2.84 (4H, m, CH2), 3.33 (2H, m, NCH2CH2), 3.80 (2H, s, NC... The reactants are BrC=1C2=C(C=NC1)C(C(C2)(C)C)O (4-bromo-6,6-dimethyl-6,7-dihydro-5H-cyclopenta[c]pyridin-7-ol), C(#N)C1=CC=C(C=C1)B(O)O (4-cyanophenylboronic acid). Product: OC1C(CC2=C1C=NC=C2C2=CC=C(C#N)C=C2)(C)C (racemic 4-[7-hydroxy-6,6-dimethyl-5,7-dihydrocyclopenta[c]pyridin-4-yl]benzonitrile). Reaction SMILES: Br[C:2]1[C:3]2[CH2:10][C:9]([CH3:12])([CH3:11])[CH:8]([OH:13])[C:4]=2[CH:5]=[N:6][CH:7]=1.[C:14]([C:16]1[CH:21]=[CH:20][C:19](B(O)O)=[CH:18][CH:17]=1)#[N:15]>>[OH:13][CH:8]1[C:4]2[CH:5]=[N:6][CH:7]=[C:2]([C:19]3[CH:20]=[CH:21][C:16]([C:14]#[N:15])=[CH:17][CH:18]=3)[C:3]=2[CH2:10][C:9]1([CH3:12])[CH3:11]. Reported procedure: In analogy to the procedure described for the preparation of examples 85 and 86, 4-bromo-6,6-dimethyl-6,7-dihydro-5H-cyclopenta[c]pyridin-7-ol (intermediate A-17) and 4-cyanophenylboronic acid gave racemic 4-[7-hydroxy-6,6-dimethyl-5,7-dihydrocyclopenta[c]pyridin-4-yl]benzonitrile. SFC separation afforded (+)-4-[(7R or 7S)-7-hydroxy-6,6-dimethyl-5,7-dihydrocyclopenta[c]pyridin-4-yl]benzonitrile (example 87) and (−)-4-[(7S or 7R)-7-hydroxy-6,6-dimethyl-5,7-dihydrocyclopenta[c]pyridin-4-yl]benzoni... Yields the product ClC1=NC=CC(=N1)C=1C=C2C(=NN(C2=CC1)C1OCCCC1)C1=CN=CC(=N1)O[C@H]1CN(CCC1)C(=O)OC(C)(C)C ((3R)-tert-butyl 3-(6-(5-(2-chloropyrimidin-4-yl)-1-(tetrahydro-2H-pyran-2-yl)-1H-indazol-3-yl)pyrazin-2-yloxy)piperidine-1-carboxylate). Starting materials: O1C(CCCC1)N1N=C(C2=CC(=CC=C12)B1OC(C(O1)(C)C)(C)C)C1=CN=CC(=N1)O[C@H]1CN(CCC1)C(=O)OC(C)(C)C ((3R)-tert-butyl 3-(6-(1-(tetrahydro-2H-pyran-2-yl)-5-(4,4,5,5-tetramethyl-1,3,2-dioxaborolan-2-yl)-1H-indazol-3-yl)pyrazin-2-yloxy)piperidine-1-carboxylate), ClC1=NC=CC(=N1)Cl (2,4-dichloropyrimidine), C(=O)([O-])[O-].[Na+].[Na+] (Na2CO3). Run at temperature 100 celsius. Yield: 85.9%. Procedure details: A glass microwave reaction vessel was charged with (3R)-tert-butyl 3-(6-(1-(tetrahydro-2H-pyran-2-yl)-5-(4,4,5,5-tetramethyl-1,3,2-dioxaborolan-2-yl)-1H-indazol-3-yl)pyrazin-2-yloxy)piperidine-1-carboxylate (600 mg, 0.99 mmol), 2,4-dichloropyrimidine (192 mg, 1.29 mmol, Fluka) and Pd(PPh3)4 (57 mg, 0.050 mmol). The tube was sealed and evacuated under vacuum and back-filled with N2 three times. 2 M Na2CO3 (2.48 mL, 4.95 mmol) and dioxane (5 mL) were added. The reaction was stirred and heated in a... Run in O1CCOCC1 (dioxane). As a reaction SMILES: [O:1]1[CH2:6][CH2:5][CH2:4][CH2:3][CH:2]1[N:7]1[C:15]2[C:10](=[CH:11][C:12](B3OC(C)(C)C(C)(C)O3)=[CH:13][CH:14]=2)[C:9]([C:25]2[N:30]=[C:29]([O:31][C@@H:32]3[CH2:37][CH2:36][CH2:35][N:34]([C:38]([O:40][C:41]([CH3:44])([CH3:43])[CH3:42])=[O:39])[CH2:33]3)[CH:28]=[N:27][CH:26]=2)=[N:8]1.[Cl:45][C:46]1[N:51]=[C:50](Cl)[CH:49]=[CH:48][N:47]=1.C([O-])([O-])=O.[Na+].[Na+]>C1C=CC([P]([Pd]([P](C2C=CC=CC=2)(C2C=CC=CC=2)C2C=CC=CC=2)([P](C2C=CC=CC=2)(C2C=CC=CC=2)C2C=CC=CC=2)[P](C2C=CC=CC=2)(C2C=CC=CC=2)C2C=CC=CC=2)(C2C=CC=CC=2)C2C=CC=CC=2)=CC=1.O1CCOCC1>[Cl:45][C:46]1[N:51]=[C:50]([C:12]2[CH:11]=[C:10]3[C:15](=[CH:14][CH:13]=2)[N:7]([CH:2]2[CH2:3][CH2:4][CH2:5][CH2:6][O:1]2)[N:8]=[C:9]3[C:25]2[N:30]=[C:29]([O:31][C@@H:32]3[CH2:37][CH2:36][CH2:35][N:34]([C:38]([O:40][C:41]([CH3:42])([CH3:44])[CH3:43])=[O:39])[CH2:33]3)[CH:28]=[N:27][CH:26]=2)[CH:49]=[CH:48][N:47]=1 |f:2.3.4,^1:62,64,83,102|. The reagents and catalysts are C=1C=CC(=CC1)[P](C=2C=CC=CC2)(C=3C=CC=CC3)[Pd]([P](C=4C=CC=CC4)(C=5C=CC=CC5)C=6C=CC=CC6)([P](C=7C=CC=CC7)(C=8C=CC=CC8)C=9C=CC=CC9)[P](C=1C=CC=CC1)(C=1C=CC=CC1)C=1C=CC=CC1 (Pd(PPh3)4). The reactants are CC(c1ccccc1)C(NC(=O)C(CC(=O)OC(C)(C)C)NC(=O)OCC1c2ccccc2-c2ccccc21)c1ncc(-c2ccc(I)cc2)[nH]1, C1CCNCC1, ClCCl. Product: CC(c1ccccc1)C(NC(=O)C(N)CC(=O)OC(C)(C)C)c1ncc(-c2ccc(I)cc2)[nH]1. As a reaction SMILES: [C:1]([CH3:2])([CH3:3])([CH3:4])[O:5][C:6]([CH2:7][CH:8]([C:9](=[O:10])[NH:11][CH:12]([CH:13]([CH3:14])[c:15]1[cH:16][cH:17][cH:18][cH:19][cH:20]1)[c:21]1[nH:22][c:23](-[c:26]2[cH:27][cH:28][c:29]([I:32])[cH:30][cH:31]2)[cH:24][n:25]1)[NH:33][C:34]([O:35][CH2:36][CH:37]1[c:38]2[cH:39][cH:40][cH:41][cH:42][c:43]2-[c:44]2[c:45]1[cH:46][cH:47][cH:48][cH:49]2)=[O:50])=[O:51].[CH2:52]1[CH2:53][CH2:54][NH:55][CH2:56][CH2:57]1.[CH2:58]([Cl:59])[Cl:60]>>[C:1]([CH3:2])([CH3:3])([CH3:4])[O:5][C:6]([CH2:7][CH:8]([C:9](=[O:10])[NH:11][CH:12]([CH:13]([CH3:14])[c:15]1[cH:16][cH:17][cH:18][cH:19][cH:20]1)[c:21]1[nH:22][c:23](-[c:26]2[cH:27][cH:28][c:29]([I:32])[cH:30][cH:31]2)[cH:24][n:25]1)[NH2:33])=[O:51]. The reactants are N1N=CC=C1 (pyrazole), ClC=1N=C(C2=C(N1)SC=C2C)NCC2=CC=CC=C2 (2-chloro-5-methyl-4-benzylamino-thieno-[2,3-d]-pyrimidine). Yields the product N1(N=CC=C1)C=1N=C(C2=C(N1)SC=C2C)NCC2=CC=CC=C2 (2-(pyrazol-1-yl)-5-methyl-4-benzylamino-thieno-[2,3-d]-pyrimidine). As a reaction SMILES: [NH:1]1[CH:5]=[CH:4][CH:3]=[N:2]1.Cl[C:7]1[N:8]=[C:9]([NH:17][CH2:18][C:19]2[CH:24]=[CH:23][CH:22]=[CH:21][CH:20]=2)[C:10]2[C:15]([CH3:16])=[CH:14][S:13][C:11]=2[N:12]=1>>[N:1]1([C:7]2[N:8]=[C:9]([NH:17][CH2:18][C:19]3[CH:24]=[CH:23][CH:22]=[CH:21][CH:20]=3)[C:10]3[C:15]([CH3:16])=[CH:14][S:13][C:11]=3[N:12]=2)[CH:5]=[CH:4][CH:3]=[N:2]1. Procedure: Following the procedure of Example 97, the reaction of pyrazole with 2-chloro-5-methyl-4-benzylamino-thieno-[2,3-d]-pyrimidine gives 2-(pyrazol-1-yl)-5-methyl-4-benzylamino-thieno-[2,3-d]-pyrimidine. The reactants are CO, O=C1CC(CSc2ccccc2)N1. Yields the product O=C1CC(CS(=O)c2ccccc2)N1. As a reaction SMILES: [CH3:14][OH:15].[c:1]1([S:7][CH2:8][CH:9]2[CH2:10][C:11](=[O:13])[NH:12]2)[cH:2][cH:3][cH:4][cH:5][cH:6]1>>[c:1]1([S:7]([CH2:8][CH:9]2[CH2:10][C:11](=[O:13])[NH:12]2)=[O:15])[cH:2][cH:3][cH:4][cH:5][cH:6]1. Reactants: BrC=1C=C2C(=NC1)N=C(S2)OC2CCNCC2 (6-Bromo-2-(piperidin-4-yloxy)thiazolo[4,5-b]pyridine), ClC1=NC=C(C=N1)CCC (2-chloro-5-propylpyrimidine), BrC1=CC2=C(N=C(S2)OC2CCN(CC2)C2=NC=C(C=N2)CCC)C=C1 (6-Bromo-2-(1-(5-propylpyrimidin-2-yl)piperidin-4-yloxy)benzo[d]thiazole). The product is BrC=1C=C2C(=NC1)N=C(S2)OC2CCN(CC2)C2=NC=C(C=N2)CCC (6-Bromo-2-(1-(5-propylpyrimidin-2-yl)piperidin-4-yloxy)thiazolo[4,5-b]pyridine). Reaction SMILES: [Br:1][C:2]1[CH:3]=[C:4]2[S:10][C:9]([O:11][CH:12]3[CH2:17][CH2:16][NH:15][CH2:14][CH2:13]3)=[N:8][C:5]2=[N:6][CH:7]=1.Cl[C:19]1[N:24]=[CH:23][C:22]([CH2:25][CH2:26][CH3:27])=[CH:21][N:20]=1.BrC1C=CC2N=C(OC3CCN(C4N=CC(CCC)=CN=4)CC3)SC=2C=1>>[Br:1][C:2]1[CH:3]=[C:4]2[S:10][C:9]([O:11][CH:12]3[CH2:17][CH2:16][N:15]([C:19]4[N:24]=[CH:23][C:22]([CH2:25][CH2:26][CH3:27])=[CH:21][N:20]=4)[CH2:14][CH2:13]3)=[N:8][C:5]2=[N:6][CH:7]=1. Procedure details: Compound 21D was prepared from Compound 21C and 2-chloro-5-propylpyrimidine in a similar manner to the procedure described for Compound 1C in Example 1. 1H NMR (400 MHz, chloroform-d) δ ppm 8.55 (d, J=2.2 Hz, 1H), 8.16 (s, 2H), 8.08 (d, J=2.2 Hz, 1H), 5.58 (dt, J=8.2, 4.1 Hz, 1H), 4.20-4.34 (m, 2H), 3.52-3.65 (m, 2H), 2.40 (t, J=7.7 Hz, 2H), 2.16-2.28 (m, 2H), 1.84-2.01 (m, J=12.9, 8.7, 8.7, 3.8 Hz, 2H), 1.49-1.64 (m, J=7.5, 7.5, 7.5, 7.3, 7.1 Hz, 2H), 0.93 (t, J=7.1 Hz, 3H). LC/MS (m/z)=435 (M+... Starting materials: O1CCCC1 (tetrahydrofuran), O1CCCC1 (tetrahydrofuran), P(Br)(Br)Br (phosphorus tribromide), CC1=CC=C(C=C1)S(=O)(=O)OC1=NN(C(C1)C(NC1=C(C=C(C=C1)Cl)C(NC(C)C1CC1)=O)=O)C1=NC=CC=C1Cl (5-(4-chloro-2-(1-cyclopropylethylcarbamoyl)phenylcarbamoyl)-1-(3-chloropyridin-2-yl)-4,5-dihydro-1H-pyrazol-3-yl 4-methylbenzenesulfonate). Run in O (water). Conditions: temperature 45 celsius, time 5 minute. Yields the product BrC1=NN(C(C1)C(=O)NC1=C(C=C(C=C1)Cl)C(NC(C)C1CC1)=O)C1=NC=CC=C1Cl (3-bromo-N-(4-chloro-2-(1-cyclopropylethylcarbamoyl)phenyl)-1-(3-chloropyridin-2-yl)-4,5-dihydro-1H-pyrazole-5-carboxamide). The yield is 235.1%. RXN SMILES: O1CCCC1.P(Br)(Br)[Br:7].CC1C=CC(S(O[C:21]2[CH2:25][CH:24]([C:26](=[O:43])[NH:27][C:28]3[CH:33]=[CH:32][C:31]([Cl:34])=[CH:30][C:29]=3[C:35](=[O:42])[NH:36][CH:37]([CH:39]3[CH2:41][CH2:40]3)[CH3:38])[N:23]([C:44]3[C:49]([Cl:50])=[CH:48][CH:47]=[CH:46][N:45]=3)[N:22]=2)(=O)=O)=CC=1>O>[Br:7][C:21]1[CH2:25][CH:24]([C:26]([NH:27][C:28]2[CH:33]=[CH:32][C:31]([Cl:34])=[CH:30][C:29]=2[C:35](=[O:42])[NH:36][CH:37]([CH:39]2[CH2:41][CH2:40]2)[CH3:38])=[O:43])[N:23]([C:44]2[C:49]([Cl:50])=[CH:48][CH:47]=[CH:46][N:45]=2)[N:22]=1. Procedure details: A tetrahydrofuran (1 ml) solution comprising 0.16 g of phosphorus tribromide was dropwise added to a mixed liquid comprising 1.0 g of 5-(4-chloro-2-(1-cyclopropylethylcarbamoyl)phenylcarbamoyl)-1-(3-chloropyridin-2-yl)-4,5-dihydro-1H-pyrazol-3-yl 4-methylbenzenesulfonate and 9 ml of tetrahydrofuran under cooling with ice. After stirring for 5 minutes, the reaction liquid was heated to 45° C. 5 hours later, the reaction liquid was poured to 50 ml of water, followed by extraction with ethyl acetat... Starting materials: COC=1C=C(C=CC1[N+](=O)[O-])C=1C=CC2=C(NC3=C(NC2=O)C=C(C=C3)CCC(=O)O)C1 (3-[3-(3-methoxy-4-nitrophenyl)-11-oxo-10,11-dihydro-5H-dibenzo[b,e][1,4]diazepin-8-yl]propanoic acid), ONC(C)=N (N-hydroxy-acetamidine), CC(N=C=NC(C)C)C (DIC). Run in CN(C)C=O (DMF), C(Cl)Cl (CH2Cl2). Run at time 8 hour. The product is COC=1C=C(C=CC1[N+](=O)[O-])C=1C=CC2=C(NC3=C(NC2=O)C=C(C=C3)CCC(=O)ONC(C)=N)C1 (N-({3-[3-(3-methoxy-4-nitrophenyl)-11-oxo-10,11-dihydro-5H-dibenzo[b,e][1,4]diazepin-8-yl]propanoyl}oxy)ethanimidamide). Reaction SMILES: [CH3:1][O:2][C:3]1[CH:4]=[C:5]([C:12]2[CH:13]=[CH:14][C:15]3[C:21](=[O:22])[NH:20][C:19]4[CH:23]=[C:24]([CH2:27][CH2:28][C:29]([OH:31])=[O:30])[CH:25]=[CH:26][C:18]=4[NH:17][C:16]=3[CH:32]=2)[CH:6]=[CH:7][C:8]=1[N+:9]([O-:11])=[O:10].O[NH:34][C:35](=[NH:37])[CH3:36].CC(C)N=C=NC(C)C>CN(C=O)C.C(Cl)Cl>[CH3:1][O:2][C:3]1[CH:4]=[C:5]([C:12]2[CH:13]=[CH:14][C:15]3[C:21](=[O:22])[NH:20][C:19]4[CH:23]=[C:24]([CH2:27][CH2:28][C:29]([O:31][NH:37][C:35](=[NH:34])[CH3:36])=[O:30])[CH:25]=[CH:26][C:18]=4[NH:17][C:16]=3[CH:32]=2)[CH:6]=[CH:7][C:8]=1[N+:9]([O-:11])=[O:10]. Procedure details: A mixture of Example 230 (65 mg, 0.15 mmol), N-hydroxy-acetamidine (14 mg, 0.18 mmol) in 1 mL of DMF was treated with DIC in 1 mL of CH2Cl2 at 0° C. The reaction mixture was stirred overnight and partitioned between EtOAc and water. The organic layer was separated, washed with brine, dried (MgSO4), filtered, and concentrated under vacuum. The residue was purified by flash column chromatography on silica gel with 100:1 ethyl acetate/MeOH to provide the desired product. MS (DCI) m/e 490 (M+H)+; 1H...